Task: describe an organic reaction: reactants, conditions, products, and yield. Dataset: the Open Reaction Database (ORD), a public repository of structured organic reaction records The reactants are [BH4-], COC(=O)c1ccc2c(c1)Sc1ccccc1N=C2Cl, [Na+]. Yields the product COC(=O)c1ccc2c(c1)Sc1ccccc1NC2. As a reaction SMILES: [BH4-:21].[Cl:1][C:2]1=[N:3][c:4]2[c:5]([cH:17][cH:18][cH:19][cH:20]2)[S:6][c:7]2[c:8]1[cH:9][cH:10][c:11]([C:13](=[O:14])[O:15][CH3:16])[cH:12]2.[Na+:22]>>[CH2:2]1[NH:3][c:4]2[c:5]([cH:17][cH:18][cH:19][cH:20]2)[S:6][c:7]2[c:8]1[cH:9][cH:10][c:11]([C:13](=[O:14])[O:15][CH3:16])[cH:12]2. Reactants: O=c1[nH]c2ccc(CCBr)cc2o1, COc1ccccc1N1CCNCC1, [Na+], C1COCCO1, [OH-]. Product: COc1ccccc1N1CCN(CCc2ccc3[nH]c(=O)oc3c2)CC1. Reaction SMILES: [Br:15][CH2:16][CH2:17][c:18]1[cH:19][c:20]2[c:21]([nH:22][c:23](=[O:25])[o:24]2)[cH:26][cH:27]1.[CH3:1][O:2][c:3]1[c:4]([N:9]2[CH2:10][CH2:11][NH:12][CH2:13][CH2:14]2)[cH:5][cH:6][cH:7][cH:8]1.[Na+:35].[O:28]1[CH2:29][CH2:30][O:31][CH2:32][CH2:33]1.[OH-:34]>>[CH3:1][O:2][c:3]1[c:4]([N:9]2[CH2:10][CH2:11][N:12]([CH2:16][CH2:17][c:18]3[cH:19][c:20]4[c:21]([nH:22][c:23](=[O:25])[o:24]4)[cH:26][cH:27]3)[CH2:13][CH2:14]2)[cH:5][cH:6][cH:7][cH:8]1.